Dataset: the Open Reaction Database (ORD), a public repository of structured organic reaction records. Task: describe an organic reaction: reactants, conditions, products, and yield Reactants: Brc1ccc(Br)nn1, O=C([O-])[O-], CS(C)=O, [K+], [K+], Nc1ccc(O)c([N+](=O)[O-])c1, O. The product is Nc1ccc(Oc2ccc(Br)nn2)c([N+](=O)[O-])c1. Reaction SMILES: [Br:1][c:2]1[n:3][n:4][c:5]([Br:8])[cH:6][cH:7]1.[C:20](=[O:21])([O-:22])[O-:23].[CH3:27][S:28](=[O:29])[CH3:30].[K+:24].[K+:25].[NH2:9][c:10]1[cH:11][c:12]([N+:17](=[O:18])[O-:19])[c:13]([OH:16])[cH:14][cH:15]1.[OH2:26]>>[Br:1][c:2]1[n:3][n:4][c:5]([O:16][c:13]2[c:12]([N+:17](=[O:18])[O-:19])[cH:11][c:10]([NH2:9])[cH:15][cH:14]2)[cH:6][cH:7]1. Reactants: [N+](=O)([O-])C1=CC=C(C(=O)N2CCC3=C(C4=C2C=CC=C4)SC(=C3)C(=O)[O-])C=C1 (4,5-dihydro-6-(4-nitrobenzoyl)-6H-thieno[3,2-d][1]benzazepine-2-carboxylate), stannous chloride dihydrate, C(C)O (ethanol), C([O-])(O)=O.[Na+] (sodium bicarbonate). The solvent is ice water. Reaction conditions: time 3.8 hour. The product is NC1=CC=C(C(=O)N2CCC3=C(C4=C2C=CC=C4)SC(=C3)C(=O)OCC)C=C1 (ethyl 4,5-dihydro-6-(4-aminobenzoyl)-6H-thieno[3,2-d][1]benzazepine-2-carboxylate). Reaction SMILES: [N+:1]([C:4]1[CH:28]=[CH:27][C:7]([C:8]([N:10]2[C:16]3[CH:17]=[CH:18][CH:19]=[CH:20][C:15]=3[C:14]3[S:21][C:22]([C:24]([O-:26])=[O:25])=[CH:23][C:13]=3[CH2:12][CH2:11]2)=[O:9])=[CH:6][CH:5]=1)([O-])=O.C(=O)(O)[O-].[Na+].[CH2:34](O)[CH3:35]>>[NH2:1][C:4]1[CH:28]=[CH:27][C:7]([C:8]([N:10]2[C:16]3[CH:17]=[CH:18][CH:19]=[CH:20][C:15]=3[C:14]3[S:21][C:22]([C:24]([O:26][CH2:34][CH3:35])=[O:25])=[CH:23][C:13]=3[CH2:12][CH2:11]2)=[O:9])=[CH:6][CH:5]=1 |f:1.2|. Procedure: A mixture of ethyl (4,5-dihydro-6-(4-nitrobenzoyl)-6H-thieno[3,2-d][1]benzazepine-2-carboxylate (0.800 g) and 2.14 g of stannous chloride dihydrate in 36 ml of ethanol is refluxed for 1 hour, cooled to room temperature and diluted with ice water. The mixture is made basic with 10% sodium bicarbonate and stirred 3.8 hours. The mixture is extracted with chloroform and the extracts combined, treated with activated carbon and filtered through anhydrous magnesium sulfate. The filtrate is concentrated... Starting materials: C(CCC)OC(=O)N(CCN(CCNS(=O)(=O)C1=CC=C(C=C1)C)S(=O)(=O)C1=CC=C(C=C1)C)S(=O)(=O)C1=CC=C(C=C1)C (1-butoxycarbonyl-1,4,7-tri-(p-toluenesulfonyl)-1,4,7-triazaheptane), BrCCCCCCCCCO (9-bromo-1-nonanol), C(=O)([O-])[O-].[Cs+].[Cs+] (Cs2CO3). The solvent is CN(C)C=O (DMF). Run at temperature 65 celsius, time 24 hour. The product is C(CCC)OC(=O)N(CCN(CCN(CCCCCCCCCO)S(=O)(=O)C1=CC=C(C=C1)C)S(=O)(=O)C1=CC=C(C=C1)C)S(=O)(=O)C1=CC=C(C=C1)C (16-butoxycarbonyl-10,13,16-tri(p-toluenesulfonyl)-10,13,16-triazahexadecanol). Isolated yield 46.8%. As a reaction SMILES: [CH2:1]([O:5][C:6]([N:8]([S:35]([C:38]1[CH:43]=[CH:42][C:41]([CH3:44])=[CH:40][CH:39]=1)(=[O:37])=[O:36])[CH2:9][CH2:10][N:11]([S:25]([C:28]1[CH:33]=[CH:32][C:31]([CH3:34])=[CH:30][CH:29]=1)(=[O:27])=[O:26])[CH2:12][CH2:13][NH:14][S:15]([C:18]1[CH:23]=[CH:22][C:21]([CH3:24])=[CH:20][CH:19]=1)(=[O:17])=[O:16])=[O:7])[CH2:2][CH2:3][CH3:4].Br[CH2:46][CH2:47][CH2:48][CH2:49][CH2:50][CH2:51][CH2:52][CH2:53][CH2:54][OH:55].C([O-])([O-])=O.[Cs+].[Cs+]>CN(C=O)C>[CH2:1]([O:5][C:6]([N:8]([S:35]([C:38]1[CH:43]=[CH:42][C:41]([CH3:44])=[CH:40][CH:39]=1)(=[O:37])=[O:36])[CH2:9][CH2:10][N:11]([S:25]([C:28]1[CH:33]=[CH:32][C:31]([CH3:34])=[CH:30][CH:29]=1)(=[O:26])=[O:27])[CH2:12][CH2:13][N:14]([S:15]([C:18]1[CH:19]=[CH:20][C:21]([CH3:24])=[CH:22][CH:23]=1)(=[O:16])=[O:17])[CH2:46][CH2:47][CH2:48][CH2:49][CH2:50][CH2:51][CH2:52][CH2:53][CH2:54][OH:55])=[O:7])[CH2:2][CH2:3][CH3:4] |f:2.3.4|. Procedure: A mixture of 14 g of 1-butoxycarbonyl-1,4,7-tri-(p-toluenesulfonyl)-1,4,7-triazaheptane, 7.04 g of 9-bromo-1-nonanol, and 34.25 g of Cs2CO3 in 700 ml of DMF was stirred at 65° C. for 24 hours. The mixture was cooled and concentrated under reduced pressure. CH2Cl2 was added and the remaining solid was filtered and discarded. The solvent was evaporated to give 22.17 g of crude product which was purified on silica gel and eluted with CH2Cl2/ethyl acetate (50/1-20/1 v/v). 7.95 g of pure product was ... The reactants are CCCOC(=O)c1cc(C=CCOC)nc2ccccc12, Cc1ccccc1, CCOC(C)=O. The product is CCCOC(=O)c1cc(CCCOC)nc2ccccc12. RXN SMILES: [CH3:1][O:2][CH2:3][CH:4]=[CH:5][c:6]1[n:7][c:8]2[cH:9][cH:10][cH:11][cH:12][c:13]2[c:14]([C:16](=[O:17])[O:18][CH2:19][CH2:20][CH3:21])[cH:15]1.[CH3:22][c:23]1[cH:24][cH:25][cH:26][cH:27][cH:28]1.[CH3:29][CH2:30][O:31][C:32]([CH3:33])=[O:34]>>[CH3:1][O:2][CH2:3][CH2:4][CH2:5][c:6]1[n:7][c:8]2[cH:9][cH:10][cH:11][cH:12][c:13]2[c:14]([C:16](=[O:17])[O:18][CH2:19][CH2:20][CH3:21])[cH:15]1.